From a dataset of the Open Reaction Database (ORD), a public repository of structured organic reaction records. describe an organic reaction: reactants, conditions, products, and yield As a reaction SMILES: [CH:1]1[CH:2]=[CH:3][C:4]([C:7]2[N:8]=[C:9]([NH2:14])[N:10]=[C:11]([NH2:13])[N:12]=2)=[CH:5][CH:6]=1.[C:15](Cl)(=[O:22])[C:16]1[CH:21]=[CH:20][CH:19]=[N:18][CH:17]=1.Cl>N1C=CC=CC=1>[NH2:13][C:11]1[N:10]=[C:9]([NH:14][C:15](=[O:22])[C:16]2[CH:21]=[CH:20][CH:19]=[N:18][CH:17]=2)[N:8]=[C:7]([C:4]2[CH:3]=[CH:2][CH:1]=[CH:6][CH:5]=2)[N:12]=1.[C:15]([NH:13][C:11]1[N:10]=[C:9]([NH:14][C:15](=[O:22])[C:16]2[CH:21]=[CH:20][CH:19]=[N:18][CH:17]=2)[N:8]=[C:7]([C:4]2[CH:3]=[CH:2][CH:1]=[CH:6][CH:5]=2)[N:12]=1)(=[O:22])[C:16]1[CH:21]=[CH:20][CH:19]=[N:18][CH:17]=1. Starting materials: C=1C=CC(=CC1)C=2N=C(N=C(N2)N)N (benzoguanamine), C(C1=CN=CC=C1)(=O)Cl (nicotinic acid chloride), Cl (hydrochloride). The product is NC1=NC(=NC(=N1)NC(C1=CN=CC=C1)=O)C1=CC=CC=C1 (2-amino-4-nicotinamido-6-phenyl-s-triazine), C(C1=CN=CC=C1)(=O)NC1=NC(=NC(=N1)NC(C1=CN=CC=C1)=O)C1=CC=CC=C1 (2,4-bis(nicotinamido)-6-phenyl-s-triazine). Solvent: N1=CC=CC=C1 (pyridine). Reaction conditions: temperature 60 celsius. Procedure details: 1.9 g of benzoguanamine and 3.6 g of nicotinic acid chloride (or an equivalent amount of the hydrochloride) are dissolved in 70 ml of pyridine and heated at 60° C for 6 hours. The reaction mixture is processed as described in Example 4 to yield 0.17 g of 2-amino-4-nicotinamido-6-phenyl-s-triazine [mononicotinoylbenzoguanamine] and 1.2 g of 2,4-bis(nicotinamido)-6-phenyl-s-triazine [dinicotinoylbenzoguanamine]. The reactants are CCI, CC(C)(CC(=O)O)c1ccccc1, CC(C)[N-]C(C)C, [Li+], C1CCOC1. Product: CCC(C(=O)O)C(C)(C)c1ccccc1. Reaction SMILES: [CH2:22]([I:23])[CH3:24].[CH3:1][C:2]([CH2:3][C:4](=[O:5])[OH:6])([c:7]1[cH:8][cH:9][cH:10][cH:11][cH:12]1)[CH3:13].[CH:14]([CH3:15])([N-:16][CH:17]([CH3:18])[CH3:19])[CH3:20].[Li+:21].[O:25]1[CH2:26][CH2:27][CH2:28][CH2:29]1>>[CH3:1][C:2]([CH:3]([C:4](=[O:5])[OH:6])[CH2:14][CH3:15])([c:7]1[cH:8][cH:9][cH:10][cH:11][cH:12]1)[CH3:13]. Starting materials: C(C1=CC=CC=C1)N1C(C(CC2=CC(=CC=C12)C1=CC=C(C=C1)F)(C)NS(=O)(=O)C1=CC=CC=C1)=O (N-(1-benzyl-6-(4-fluorophenyl)-3-methyl-2-oxo-1,2,3,4-tetrahydroquinolin-3-yl)benzenesulfonamide), B.C1CCOC1 (BH3THF). Reaction conditions: time 24 hour. Product: C(C1=CC=CC=C1)N1CC(CC2=CC(=CC=C12)C1=CC=C(C=C1)F)(C)NS(=O)(=O)C1=CC=CC=C1 (N-(1-benzyl-6-(4-fluorophenyl)-3-methyl-1,2,3,4-tetrahydroquinolin-3-yl)benzenesulfonamide). Yield: 55.0%. As a reaction SMILES: [CH2:1]([N:8]1[C:17]2[C:12](=[CH:13][C:14]([C:18]3[CH:23]=[CH:22][C:21]([F:24])=[CH:20][CH:19]=3)=[CH:15][CH:16]=2)[CH2:11][C:10]([NH:26][S:27]([C:30]2[CH:35]=[CH:34][CH:33]=[CH:32][CH:31]=2)(=[O:29])=[O:28])([CH3:25])[C:9]1=O)[C:2]1[CH:7]=[CH:6][CH:5]=[CH:4][CH:3]=1.B.C1COCC1>>[CH2:1]([N:8]1[C:17]2[C:12](=[CH:13][C:14]([C:18]3[CH:23]=[CH:22][C:21]([F:24])=[CH:20][CH:19]=3)=[CH:15][CH:16]=2)[CH2:11][C:10]([NH:26][S:27]([C:30]2[CH:35]=[CH:34][CH:33]=[CH:32][CH:31]=2)(=[O:29])=[O:28])([CH3:25])[CH2:9]1)[C:2]1[CH:3]=[CH:4][CH:5]=[CH:6][CH:7]=1 |f:1.2|. Procedure details: To compound 148H ((75 mg, 0.15 mmol) was added BH3THF (1M, 1.5 mL, 1.5 mmol) at RT under Argon. After addition, the reaction was stirred at RT for 24 h, then quenched by carefully adding MeOH (1 mL). The resulting mixture was stirred at RT for 2 h, then partitioned between saturated aqueous Na2CO3 (10 mL) and EtOAc. The aqueous layer was extracted with EtOAc (15 mL×3) and the combined EtOAc extracts washed with brine, dried (Na2SO4), and concentrated. The resulting residue was chromatographed (s... Starting materials: CN(/C=C/C(=O)C1=NN(C=CC1=O)C1=CC=C(C=C1)S(=O)(=O)C(F)(F)F)C (3-((E)-3-Dimethylamino-acryloyl)-1-(4-trifluoromethansulfonyl-phenyl)-1H-pyridazin-4-one), ClC=1C=C(C=CC1)NN (3-chloro-phenylhydrazine). The product is ClC=1C=C(C=CC1)N1N=CC=C1C1=NN(C=CC1=O)C1=CC=C(C=C1)S(=O)(=O)C(F)(F)F (3-[2-(3-Chloro-phenyl)-2H-pyrazol-3-yl]-1-(4-trifluoromethanesulfonyl-phenyl)-1H-pyridazin-4-one). Reaction SMILES: CN(C)/[CH:3]=[CH:4]/[C:5]([C:7]1[C:12](=[O:13])[CH:11]=[CH:10][N:9]([C:14]2[CH:19]=[CH:18][C:17]([S:20]([C:23]([F:26])([F:25])[F:24])(=[O:22])=[O:21])=[CH:16][CH:15]=2)[N:8]=1)=O.[Cl:28][C:29]1[CH:30]=[C:31]([NH:35][NH2:36])[CH:32]=[CH:33][CH:34]=1>>[Cl:28][C:29]1[CH:30]=[C:31]([N:35]2[C:5]([C:7]3[C:12](=[O:13])[CH:11]=[CH:10][N:9]([C:14]4[CH:15]=[CH:16][C:17]([S:20]([C:23]([F:26])([F:24])[F:25])(=[O:22])=[O:21])=[CH:18][CH:19]=4)[N:8]=3)=[CH:4][CH:3]=[N:36]2)[CH:32]=[CH:33][CH:34]=1. Procedure: The product was obtained starting from 3-((E)-3-Dimethylamino-acryloyl)-1-(4-trifluoromethansulfonyl-phenyl)-1H-pyridazin-4-one (A-27) and 3-chloro-phenylhydrazine according to the method described for example 1. MS: M=481.1 (M+H)+